describe an organic reaction: reactants, conditions, products, and yield From a dataset of the Open Reaction Database (ORD), a public repository of structured organic reaction records. The reactants are C(C)(C)(C)OC(NC1=C(C=C(C(=C1)N(C)CC(C)C)C#N)[N+](=O)[O-])=O ([4-cyano-5-(isobutyl-methyl-amino)-2-nitro-phenyl]-carbamic acid tert-butyl ester), O.O.Cl[Sn]Cl (SnCl2.2H2O). Product: C(C)(C)(C)OC(NC1=C(C=C(C(=C1)N(C)CC(C)C)C#N)N)=O ([2-Amino-4-cyano-5-(isobutyl-methyl-amino)-phenyl]-carbamic acid tert-butyl ester), solid. Yield: 96.0%. Reaction SMILES: [C:1]([O:5][C:6](=[O:25])[NH:7][C:8]1[CH:13]=[C:12]([N:14]([CH2:16][CH:17]([CH3:19])[CH3:18])[CH3:15])[C:11]([C:20]#[N:21])=[CH:10][C:9]=1[N+:22]([O-])=O)([CH3:4])([CH3:3])[CH3:2].O.O.Cl[Sn]Cl>>[C:1]([O:5][C:6](=[O:25])[NH:7][C:8]1[CH:13]=[C:12]([N:14]([CH2:16][CH:17]([CH3:18])[CH3:19])[CH3:15])[C:11]([C:20]#[N:21])=[CH:10][C:9]=1[NH2:22])([CH3:3])([CH3:4])[CH3:2] |f:1.2.3|. Reported procedure: The title compound was prepared from [4-cyano-5-(isobutyl-methyl-amino)-2-nitro-phenyl]-carbamic acid tert-butyl ester (Example C29) (1.76 g, 5.05 mmol) by reduction with SnCl2.2H2O according to the general procedure J (method b). Obtained as a light brown solid (1.55 g, 96%). Reactants: [OH-].[Li+] (lithium hydroxide), COC=C(C(=O)OC)C(=O)OC (dimethyl methoxymethylenemalonate), CCCC(CCC)=O (4-heptanone), C(CCC)N (n-butylamine). Reagents/catalysts: Cl (hydrochloric acid). Run in O (water), O (water), O (water), C1CCOC1 (THF). Reaction conditions: time 2 hour. Product: C(CCC)N1C(C(=CC(=C1CCC)CC)C(=O)O)=O (1-butyl-5-ethyl-2-oxo-6-propyl-1,2-dihydro-pyridine-3-carboxylic acid). RXN SMILES: [CH3:1][CH2:2][CH2:3][C:4](=O)[CH2:5][CH2:6][CH3:7].[CH2:9]([NH2:13])[CH2:10][CH2:11][CH3:12].C[O:15][CH:16]=[C:17]([C:22]([O:24]C)=[O:23])[C:18](OC)=O.[OH-].[Li+]>Cl.C1COCC1.O>[CH2:9]([N:13]1[C:4]([CH2:5][CH2:6][CH3:7])=[C:3]([CH2:2][CH3:1])[CH:18]=[C:17]([C:22]([OH:24])=[O:23])[C:16]1=[O:15])[CH2:10][CH2:11][CH3:12] |f:3.4|. Procedure details: Under the nitrogen gas atmosphere, a solution of 4-heptanone (5.0 mM, 35.75 mmol), n-butylamine (4.25 mL, 4.29 mmol), and three drops of concentrated hydrochloric acid was stirred for 18.5 hours at room temperature. After that, water was added and the mixture was extracted with ethyl acetate. After the organic layer had been washed with water and then dried with anhydrous sodium sulfate, the solvent was removed by distillation under reduced pressure. The obtained oily matter was dissolved in 2-m... The reactants are COC(C1=CC=C(C=C1)C1=NC2=C(N(C=3C1=CC=1C(CCC(C1C3)(C)C)(C)C)C)C=CC(=C2)Br)=O (4-(2-bromo-5,7,7,10,10-pentamethyl-7,8,9,10-tetrahydro-5H-5,13-diazabenzo[4,5]cyclohepta[1,2-b]naphthalen-12-yl)benzoic acid methyl ester), Cl (HCl), C(=C)OCCCC (butyl vinyl ether), C1=CC=C(C=C1)P(CCCP(C2=CC=CC=C2)C3=CC=CC=C3)C4=CC=CC=C4 (DPPP), C(=O)([O-])[O-].[K+].[K+] (K2CO3). The reagents and catalysts are CC(=O)[O-].CC(=O)[O-].[Pd+2] (Pd(OAc)2). Run in CN(C)C=O (DMF), O (H2O). Yields the product COC(C1=CC=C(C=C1)C1=NC2=C(N(C=3C1=CC=1C(CCC(C1C3)(C)C)(C)C)C)C=CC(=C2)C(C)=O)=O (4-(2-Acetyl-5,7,7,10,10-pentamethyl-7,8,9,10-tetrahydro-5H-5,13-diazabenzo[4,5]-cyclohepta[1,2-b]naphthalen-12-yl)benzoic Acid Methyl Ester). Reaction SMILES: [CH3:1][O:2][C:3](=[O:35])[C:4]1[CH:9]=[CH:8][C:7]([C:10]2[C:16]3=[CH:17][C:18]4[C:19]([CH3:28])([CH3:27])[CH2:20][CH2:21][C:22]([CH3:26])([CH3:25])[C:23]=4[CH:24]=[C:15]3[N:14]([CH3:29])[C:13]3[CH:30]=[CH:31][C:32](Br)=[CH:33][C:12]=3[N:11]=2)=[CH:6][CH:5]=1.[CH:36]([O:38]CCCC)=[CH2:37].C1C=CC(P(C2C=CC=CC=2)CCCP(C2C=CC=CC=2)C2C=CC=CC=2)=CC=1.C([O-])([O-])=O.[K+].[K+].Cl>CN(C=O)C.CC([O-])=O.CC([O-])=O.[Pd+2].O>[CH3:1][O:2][C:3](=[O:35])[C:4]1[CH:9]=[CH:8][C:7]([C:10]2[C:16]3=[CH:17][C:18]4[C:19]([CH3:28])([CH3:27])[CH2:20][CH2:21][C:22]([CH3:26])([CH3:25])[C:23]=4[CH:24]=[C:15]3[N:14]([CH3:29])[C:13]3[CH:30]=[CH:31][C:32]([C:36](=[O:38])[CH3:37])=[CH:33][C:12]=3[N:11]=2)=[CH:6][CH:5]=1 |f:3.4.5,8.9.10|. Procedure details: A mixture of 4-(2-bromo-5,7,7,10,10-pentamethyl-7,8,9,10-tetrahydro-5H-5,13-diazabenzo[4,5]cyclohepta[1,2-b]naphthalen-12-yl)benzoic acid methyl ester (16, R5=CH3, Z=H, 1.9 mmol), butyl vinyl ether (4.8 mmol), Pd(OAc)2 (0.058 mmol), DPPP (0.11 mmol), K2CO3 (2.3 mmol), and H2O (0.3 mL) in DMF (5 mL) is stirred at 120° C. for 1.5 h under nitrogen atmosphere. After cooling to room temperature, the mixture is poured into 1N HCl and extracted twice with EtOAc. The combined extracts are washed with H2...